Dataset: the Open Reaction Database (ORD), a public repository of structured organic reaction records. Task: describe an organic reaction: reactants, conditions, products, and yield Starting materials: C1(=C(C=CC=C1)C(CCN)C)C1=CC=CC=C1 (3-p-biphenylyl-butylamine), C1=CC=CC=C1 (benzene), C(C)(=O)OC(C)=O (acetic anhydride). Solvent: N1=CC=CC=C1 (pyridine). Reaction conditions: time 3 hour. The product is C(C)(=O)NCCC(C)C1=C(C=CC=C1)C1=CC=CC=C1 (1-Acetamido-3-p-biphenylylbutane). RXN SMILES: [C:1]1([C:12]2[CH:17]=[CH:16][CH:15]=[CH:14][CH:13]=2)[CH:6]=[CH:5][CH:4]=[CH:3][C:2]=1[CH:7]([CH3:11])[CH2:8][CH2:9][NH2:10].C1C=CC=CC=1.[C:24](OC(=O)C)(=[O:26])[CH3:25]>N1C=CC=CC=1>[C:24]([NH:10][CH2:9][CH2:8][CH:7]([C:2]1[CH:3]=[CH:4][CH:5]=[CH:6][C:1]=1[C:12]1[CH:17]=[CH:16][CH:15]=[CH:14][CH:13]=1)[CH3:11])(=[O:26])[CH3:25]. Procedure details: A mixture of 2.25 g of 3-p-biphenylyl-butylamine, 20 ml of benzene, 1 ml of pyridine and 1 ml of acetic anhydride is stirred for 3 hours at 25°. 1-Acetamido-3-p-biphenylylbutane is obtained after working up in the customary manner.